The task is: describe an organic reaction: reactants, conditions, products, and yield. This data is from the Open Reaction Database (ORD), a public repository of structured organic reaction records. Reactants: ClC1=CC(=C(NC2=NC=NC3=CC(=C(C=C23)OC)O)C=C1)F (4-(4-chloro-2-fluoroanilino)-7-hydroxy-6-methoxyquinazoline), Cl.ClCCSC=1N(C=CN1)C (2-(2-chloroethylthio)-1-methylimidazole hydrochloride), C([O-])([O-])=O.[K+].[K+] (potassium carbonate). Solvent: CN1CCCC1=O (NMP), O (water). Conditions: temperature 90 celsius. Product: ClC1=CC(=C(NC2=NC=NC3=CC(=C(C=C23)OC)OCCSC=2N(C=CN2)C)C=C1)F (4-(4-chloro-2-fluoroanilino)-6-methoxy-7-(2-(1-methylimidazol-2-ylthio)ethoxy)quinazoline). The yield is 18.1%. Reaction SMILES: [Cl:1][C:2]1[CH:21]=[CH:20][C:5]([NH:6][C:7]2[C:16]3[C:11](=[CH:12][C:13]([OH:19])=[C:14]([O:17][CH3:18])[CH:15]=3)[N:10]=[CH:9][N:8]=2)=[C:4]([F:22])[CH:3]=1.Cl.Cl[CH2:25][CH2:26][S:27][C:28]1[N:29]([CH3:33])[CH:30]=[CH:31][N:32]=1.C(=O)([O-])[O-].[K+].[K+]>CN1C(=O)CCC1.O>[Cl:1][C:2]1[CH:21]=[CH:20][C:5]([NH:6][C:7]2[C:16]3[C:11](=[CH:12][C:13]([O:19][CH2:25][CH2:26][S:27][C:28]4[N:29]([CH3:33])[CH:30]=[CH:31][N:32]=4)=[C:14]([O:17][CH3:18])[CH:15]=3)[N:10]=[CH:9][N:8]=2)=[C:4]([F:22])[CH:3]=1 |f:1.2,3.4.5|. Reported procedure: A mixture of 4-(4-chloro-2-fluoroanilino)-7-hydroxy-6-methoxyquinazoline (350 mg, 0.9 mmol), (prepared as described for the starting material in Example 24), 2-(2-chloroethylthio)-1-methylimidazole hydrochloride (203 mg, 0.95 mmol) and potassium carbonate (303 mg 2.2 mmol) in NMP (20 ml) was heated at 90° C. for 2 hours. The mixture was allowed to cool, diluted with water and extracted with ethyl acetate. The combined extracts were washed with water, dried (MgSO4) and the solvent removed by evap... Reactants: S(=O)(Cl)Cl (thionyl chloride), C[C@@H]1CC[C@H](CC1)NC(=O)C=1C=NC2=C(C=CC=C2C1Cl)C(F)(F)F (N-(trans-4-methylcyclohexyl)-4-chloro-8-trifluoromethylquinoline-3-carboxamide). Run in C(C)N(CC)CC (triethylamine). The product is 4-Hydroxy-8-trifluoromethyl-3-carboxylic acid, Cl.C[C@@H]1CC[C@H](CC1)N (trans-4-methylcyclohexylamine hydrochloride). Reaction SMILES: S(Cl)([Cl:3])=O.[CH3:5][C@H:6]1[CH2:11][CH2:10][C@H:9]([NH:12]C(C2C=NC3C(C=2Cl)=CC=CC=3C(F)(F)F)=O)[CH2:8][CH2:7]1>C(N(CC)CC)C>[ClH:3].[CH3:5][C@H:6]1[CH2:11][CH2:10][C@H:9]([NH2:12])[CH2:8][CH2:7]1 |f:3.4|. Reported procedure: 4-Hydroxy-8-trifluoromethyl-3-carboxylic acid (514 mg, 2 mmol), thionyl chloride, trans-4-methylcyclohexylamine hydrochloride (225 mg, 1.5 mmol), and triethylamine (2 mL) afforded crude N-(trans-4-methylcyclohexyl)-4-chloro-8-trifluoromethylquinoline-3-carboxamide: The reactants are ice, C(C)(=O)NCCN1C(=CC=C1C)C (1-(2-acetylaminoethyl)-2,5-dimethylpyrrole), S(O)(O)(=O)=O (sulphuric acid), [N+](=O)([O-])[O-].[K+] (potassium nitrate). Conditions: time 5 minute. Product: C(C)(=O)NCCN1C(=C(C=C1C)[N+](=O)[O-])C (1-(2-Acetylaminoethyl)-2,5-dimethyl-3-nitropyrrole). RXN SMILES: [C:1]([NH:4][CH2:5][CH2:6][N:7]1[C:11]([CH3:12])=[CH:10][CH:9]=[C:8]1[CH3:13])(=[O:3])[CH3:2].S(=O)(=O)(O)O.[N+:19]([O-])([O-:21])=[O:20].[K+]>>[C:1]([NH:4][CH2:5][CH2:6][N:7]1[C:8]([CH3:13])=[CH:9][C:10]([N+:19]([O-:21])=[O:20])=[C:11]1[CH3:12])(=[O:3])[CH3:2] |f:2.3|. Procedure details: 18.0 g (0.1 mol) of 1-(2-acetylaminoethyl)-2,5-dimethylpyrrole are introduced into 54 ml of concentrated sulphuric acid at -10° C., during which the temperature rises to 9° C. After the mixture has been subsequently stirred for 5 minutes, 10.9 g (0.11 mol) of potassium nitrate are introduced at about 5° C. After further stirring for 30 minutes, the mixture is poured onto 300 g of ice and extracted with methylene chloride, the extract is concentrated and the residue is chromatographed over a shor... Reactants: O=C([O-])[O-], CNC(=O)N1CCc2cc(NS(=O)(=O)c3cc(Cl)cc(Cl)c3)ccc21, CN(C)C=O, CCOC(C)=O, CCOP(=O)(COS(=O)(=O)C(F)(F)F)OCC, [K+], [K+], O. The product is CCOP(=O)(CN(c1ccc2c(c1)CCN2C(=O)NC)S(=O)(=O)c1cc(Cl)cc(Cl)c1)OCC. Reaction SMILES: [C:26](=[O:27])([O-:28])[O-:29].[CH3:1][NH:2][C:3](=[O:4])[N:5]1[CH2:6][CH2:7][c:8]2[cH:9][c:10]([NH:14][S:15](=[O:16])(=[O:17])[c:18]3[cH:19][c:20]([Cl:25])[cH:21][c:22]([Cl:24])[cH:23]3)[cH:11][cH:12][c:13]21.[CH3:50][N:51]([CH3:52])[CH:53]=[O:54].[CH3:55][CH2:56][O:57][C:58](=[O:59])[CH3:60].[F:32][C:33]([F:34])([F:35])[S:36]([O:37][CH2:38][P:39](=[O:40])([O:41][CH2:42][CH3:43])[O:44][CH2:45][CH3:46])(=[O:47])=[O:48].[K+:30].[K+:31].[OH2:49]>>[CH3:1][NH:2][C:3](=[O:4])[N:5]1[CH2:6][CH2:7][c:8]2[cH:9][c:10]([N:14]([S:15](=[O:16])(=[O:17])[c:18]3[cH:19][c:20]([Cl:25])[cH:21][c:22]([Cl:24])[cH:23]3)[CH2:38][P:39](=[O:40])([O:41][CH2:42][CH3:43])[O:44][CH2:45][CH3:46])[cH:11][cH:12][c:13]21. Reactants: FC=1C=CC2=C(C=C(O2)C2=CC=C(C=C2)OC)C1 (5-Fluoro-2-(4-methoxy-phenyl)-benzofuran), Cl.N1=CC=CC=C1 (Pyridine HCl). Solvent: O (water). Reaction conditions: temperature 200 celsius, time 1 hour. Product: FC=1C=CC2=C(C=C(O2)C2=CC=C(C=C2)O)C1 (4-(5-Fluoro-benzofuran-2-yl)-phenol). The yield is 13.0%. RXN SMILES: [F:1][C:2]1[CH:3]=[CH:4][C:5]2[O:9][C:8]([C:10]3[CH:15]=[CH:14][C:13]([O:16]C)=[CH:12][CH:11]=3)=[CH:7][C:6]=2[CH:18]=1.Cl.N1C=CC=CC=1>O>[F:1][C:2]1[CH:3]=[CH:4][C:5]2[O:9][C:8]([C:10]3[CH:11]=[CH:12][C:13]([OH:16])=[CH:14][CH:15]=3)=[CH:7][C:6]=2[CH:18]=1 |f:1.2|. Procedure: Compound 83 was treated with Pyridine HCl (5 g) and heated to 200° C. After 1 hr, the reaction was cooled and diluted with water. The aqueous layer was extracted with EtOAc, dried over MgSO4, filtered and concentrated to give a solid (0.11 g, 13%); Mp=202–204° C.; 1NMR (DMSO-d6) δ 9.92 (br s, 1 H), 7.73 (d, 2 H, J=8.7 Hz), 7.58 (dd, 1 H, J=8.7 Hz, 4.4 Hz), 7.39 (dd, 1H J=8.8 Hz, 2.5 Hz), 7.17 (d, 1 H, J=1.0 Hz), 7.10–7.06 (m, 1 H), 6.88 (d, 2 H, J=8.8 Hz); MS 227 [M−H]−